Task: describe an organic reaction: reactants, conditions, products, and yield. Dataset: the Open Reaction Database (ORD), a public repository of structured organic reaction records Starting materials: CCCCO, Nc1nc(Cl)c(N)c(Cl)n1, COc1ccc(CN)cc1. The product is COc1ccc(CNc2nc(N)nc(Cl)c2N)cc1. Reaction SMILES: [CH2:21]([OH:22])[CH2:23][CH2:24][CH3:25].[Cl:1][c:2]1[n:3][c:4]([NH2:10])[n:5][c:6]([Cl:9])[c:7]1[NH2:8].[NH2:11][CH2:12][c:13]1[cH:14][cH:15][c:16]([O:19][CH3:20])[cH:17][cH:18]1>>[c:2]1([NH:11][CH2:12][c:13]2[cH:14][cH:15][c:16]([O:19][CH3:20])[cH:17][cH:18]2)[n:3][c:4]([NH2:10])[n:5][c:6]([Cl:9])[c:7]1[NH2:8]. Yields the product CC(C)(C)OC(=O)n1nc(Cn2nnc3c(Oc4cc(Cl)cc(C#N)c4Cl)c(Cl)ccc32)c2cccnc21. RXN SMILES: [Br:28][CH2:29][c:30]1[n:31][n:32]([C:39](=[O:40])[O:41][C:42]([CH3:43])([CH3:44])[CH3:45])[c:33]2[n:34][cH:35][cH:36][cH:37][c:38]12.[C:22](=[O:23])([O-:24])[O-:25].[Cl:1][c:2]1[c:3]([C:4]#[N:5])[cH:6][c:7]([Cl:21])[cH:8][c:9]1[O:10][c:11]1[c:12]([Cl:20])[cH:13][cH:14][c:15]2[nH:16][n:17][n:18][c:19]12.[Cs+:26].[Cs+:27].[O:46]=[CH:47][N:48]([CH3:49])[CH3:50]>>[Cl:1][c:2]1[c:3]([C:4]#[N:5])[cH:6][c:7]([Cl:21])[cH:8][c:9]1[O:10][c:11]1[c:12]([Cl:20])[cH:13][cH:14][c:15]2[n:16]([CH2:29][c:30]3[n:31][n:32]([C:39](=[O:40])[O:41][C:42]([CH3:43])([CH3:44])[CH3:45])[c:33]4[n:34][cH:35][cH:36][cH:37][c:38]34)[n:17][n:18][c:19]12. The reactants are CC(C)(C)OC(=O)n1nc(CBr)c2cccnc21, O=C([O-])[O-], N#Cc1cc(Cl)cc(Oc2c(Cl)ccc3[nH]nnc23)c1Cl, [Cs+], [Cs+], CN(C)C=O. The reactants are C(=O)([O-])[O-].[Na+].[Na+] (Na2CO3), ClC1=CC=C(C=C1)S(=O)(=O)CC#N (4-chlorophenylsulfonylacetonitrile), Cl.NO (hydroxylamine HCl), O (water), O (water). Run in C(C)O (ethanol). Reaction conditions: time 8 hour. Product: ClC1=CC=C(C=C1)S(=O)(=O)CC(NO)=N (2-(4-Chlorophenylsulfonyl)-N-Hydroxyethanimidamide). Isolated yield 70.0%. Reaction SMILES: Cl[C:2]1[CH:7]=[CH:6][C:5]([S:8]([CH2:11][C:12]#[N:13])(=O)=[O:9])=[CH:4][CH:3]=1.[ClH:14].[NH2:15][OH:16].[OH2:17].C([O-])([O-])=O.[Na+].[Na+]>C(O)C>[Cl:14][C:2]1[CH:3]=[CH:4][C:5]([S:8]([CH2:11][C:12](=[NH:13])[NH:15][OH:16])(=[O:9])=[O:17])=[CH:6][CH:7]=1 |f:1.2,4.5.6|. Procedure details: 50 g. (0.23 mole) of 4-chlorophenylsulfonylacetonitrile were dissolved in 1.5 liters of ethanol and 16 g. (0.23 mole) of hydroxylamine HCl in 150 ml. of water was added to this solution, followed by the addition of 14.4 g. (0.12 mole) of Na2CO3 in 150 ml. of water. This reaction mixture was stirred at room temperature overnight. 58 g. crude product were filtered off; this was recrystallized from about 2.5 liters of ethanol to give 40 g. of the product (70% yield). Reactants: COc1ccc(Cl)cc1, N, C1CCOC1, O=S(=O)(Cl)Cl. Product: COc1ccc(Cl)cc1S(N)(=O)=O. Reaction SMILES: [Cl:6][c:7]1[cH:8][cH:9][c:10]([O:13][CH3:14])[cH:11][cH:12]1.[NH3:15].[O:16]1[CH2:17][CH2:18][CH2:19][CH2:20]1.[S:1](=[O:2])(=[O:3])([Cl:4])[Cl:5]>>[S:1](=[O:2])(=[O:3])([c:9]1[cH:8][c:7]([Cl:6])[cH:12][cH:11][c:10]1[O:13][CH3:14])[NH2:15]. The reactants are S(=O)(Br)Br (thionyl bromide), C(C)OC(C(C(C(CCOC(C)=O)=C)O)NC=O)=O (6-acetoxy-2-formylamino-3-hydroxy-4-methylene-hexanoic acid ethyl ester), O (water). The solvent is ClCCl (dichloromethane). Conditions: time 1 hour. Product: C(C)OC(C(C=C(CCOC(C)=O)CBr)NC=O)=O (6-acetoxy-4-bromomethyl-2-formylamino-hex-3-enoic acid ethyl ester). Reaction SMILES: [CH2:1]([O:3][C:4](=[O:19])[CH:5]([NH:16][CH:17]=[O:18])[CH:6](O)[C:7](=[CH2:14])[CH2:8][CH2:9][O:10][C:11](=[O:13])[CH3:12])[CH3:2].S(Br)([Br:22])=O.O>ClCCl>[CH2:1]([O:3][C:4](=[O:19])[CH:5]([NH:16][CH:17]=[O:18])[CH:6]=[C:7]([CH2:14][Br:22])[CH2:8][CH2:9][O:10][C:11](=[O:13])[CH3:12])[CH3:2]. Procedure: 9.19 g (35.9 mmol) of 6-acetoxy-2-formylamino-3-hydroxy-4-methylene-hexanoic acid ethyl ester are dissolved in 100 ml of dichloromethane, and 3.34 ml (43.1 mmol) of thionyl bromide are added dropwise at room temperature. After one hour, 10 ml of water are added and the mixture is stirred vigorously for 10 minutes. The organic phase is separated off, washed in succession with water, saturated potassium hydrogen carbonate solution and again with water, dried over magnesium sulfate, filtered and co...